Dataset: the Open Reaction Database (ORD), a public repository of structured organic reaction records. Task: describe an organic reaction: reactants, conditions, products, and yield Reactants: CC#CC(C)(C)NC(=O)C(Br)CC, Oc1cnc(Cl)c(Cl)c1. Product: CC#CC(C)(C)NC(=O)C(CC)Oc1cnc(Cl)c(Cl)c1. RXN SMILES: [Br:10][CH:11]([C:12](=[O:13])[NH:14][C:15]([C:16]#[C:17][CH3:18])([CH3:19])[CH3:20])[CH2:21][CH3:22].[Cl:1][c:2]1[cH:3][c:4]([OH:9])[cH:5][n:6][c:7]1[Cl:8]>>[Cl:1][c:2]1[cH:3][c:4]([O:9][CH:11]([C:12](=[O:13])[NH:14][C:15]([C:16]#[C:17][CH3:18])([CH3:19])[CH3:20])[CH2:21][CH3:22])[cH:5][n:6][c:7]1[Cl:8]. Starting materials: [Cl-], Clc1ccc(C[P+](c2ccccc2)(c2ccccc2)c2ccccc2)cc1, [Li]CCCC, O=CCCCOC1CCCCO1, C1CCOC1. Product: Clc1ccc(C=CCCCOC2CCCCO2)cc1. RXN SMILES: [Cl-:6].[Cl:7][c:8]1[cH:9][cH:10][c:11]([CH2:12][P+:13]([c:14]2[cH:15][cH:16][cH:17][cH:18][cH:19]2)([c:20]2[cH:21][cH:22][cH:23][cH:24][cH:25]2)[c:26]2[cH:27][cH:28][cH:29][cH:30][cH:31]2)[cH:32][cH:33]1.[Li:1][CH2:2][CH2:3][CH2:4][CH3:5].[O:34]1[CH:35]([O:40][CH2:41][CH2:42][CH2:43][CH:44]=[O:45])[CH2:36][CH2:37][CH2:38][CH2:39]1.[O:46]1[CH2:47][CH2:48][CH2:49][CH2:50]1>>[Cl:7][c:8]1[cH:9][cH:10][c:11]([CH:12]=[CH:44][CH2:43][CH2:42][CH2:41][O:40][CH:35]2[O:34][CH2:39][CH2:38][CH2:37][CH2:36]2)[cH:32][cH:33]1.